This data is from the Open Reaction Database (ORD), a public repository of structured organic reaction records. The task is: describe an organic reaction: reactants, conditions, products, and yield The reactants are BrC1=CC=C2C(=NN(C2=C1)C1=CC=CC=C1)C (6-bromo-3-methyl-1-phenyl-1H-indazole), Pd(AcO)2, C=1C=CC(=CC1)P(C=2C=CC=CC2)C3=CC=C4C=CC=CC4=C3C5=C6C=CC=CC6=CC=C5P(C=7C=CC=CC7)C=8C=CC=CC8 (BINAP), N1CCNCC1 (piperazine), C(=O)([O-])[O-].[Cs+].[Cs+] (Cs2CO3). The solvent is C1(=CC=CC=C1)C (toluene). Reaction conditions: temperature 100 celsius, time 8 hour. Yields the product CC1=NN(C2=CC(=CC=C12)N1CCNCC1)C1=CC=CC=C1 (3-methyl-1-phenyl-6-(piperazin-1-yl)-1H-indazole). Reaction SMILES: Br[C:2]1[CH:10]=[C:9]2[C:5]([C:6]([CH3:17])=[N:7][N:8]2[C:11]2[CH:16]=[CH:15][CH:14]=[CH:13][CH:12]=2)=[CH:4][CH:3]=1.[NH:18]1[CH2:23][CH2:22][NH:21][CH2:20][CH2:19]1.C([O-])([O-])=O.[Cs+].[Cs+].C1C=CC(P(C2C(C3C(P(C4C=CC=CC=4)C4C=CC=CC=4)=CC=C4C=3C=CC=C4)=C3C(C=CC=C3)=CC=2)C2C=CC=CC=2)=CC=1>C1(C)C=CC=CC=1>[CH3:17][C:6]1[C:5]2[C:9](=[CH:10][C:2]([N:18]3[CH2:23][CH2:22][NH:21][CH2:20][CH2:19]3)=[CH:3][CH:4]=2)[N:8]([C:11]2[CH:16]=[CH:15][CH:14]=[CH:13][CH:12]=2)[N:7]=1 |f:2.3.4|. Procedure: Into a 100-mL 3-necked round-bottom flask purged and maintained with an inert atmosphere of nitrogen, was placed a solution of 6-bromo-3-methyl-1-phenyl-1H-indazole (1 g, 3.50 mmol, 1.00 equiv) in toluene (20 mL), piperazine (600 mg, 6.98 mmol, 2.00 equiv), Cs2CO3 (1.7 g, 5.21 mmol, 1.50 equiv), Pd(AcO)2 (20 mg, 0.09 mmol, 0.03 equiv), BINAP (20 mg, 0.03 mmol, 0.03 equiv). The resulting solution was stirred overnight at 100° C. in an oil bath. The resulting mixture was cooled, the solids were fi... The reactants are O (Water), C1(CCCC1)CNC(CC1=CC=C2C(=CNC2=C1)C=O)=O (N-cyclopentylmethyl-3-formylindole-6-acetamide), BrCC1=C(C=C(C(=O)OC(C)(C)C)C=C1)OC (t-butyl 4-bromomethyl-3-methoxybenzoate), C([O-])([O-])=O.[K+].[K+] (potassium carbonate). The solvent is CN(C=O)C (N,N-dimethylformamide). Reaction conditions: time 48 hour. Product: C1(CCCC1)CNC(=O)CC1=CC=C2C(=CN(C2=C1)CC1=C(C=C(C(=O)OC(C)(C)C)C=C1)OC)C=O (t-butyl 4-[6-(cyclopentylmethylcarbamoyl)methyl-3-formylindol-1-ylmethyl]-3-methoxybenzoate). The yield is 97.5%. As a reaction SMILES: [CH:1]1([CH2:6][NH:7][C:8](=[O:21])[CH2:9][C:10]2[CH:18]=[C:17]3[C:13]([C:14]([CH:19]=[O:20])=[CH:15][NH:16]3)=[CH:12][CH:11]=2)[CH2:5][CH2:4][CH2:3][CH2:2]1.Br[CH2:23][C:24]1[CH:36]=[CH:35][C:27]([C:28]([O:30][C:31]([CH3:34])([CH3:33])[CH3:32])=[O:29])=[CH:26][C:25]=1[O:37][CH3:38].C(=O)([O-])[O-].[K+].[K+].O>CN(C)C=O>[CH:1]1([CH2:6][NH:7][C:8]([CH2:9][C:10]2[CH:18]=[C:17]3[C:13]([C:14]([CH:19]=[O:20])=[CH:15][N:16]3[CH2:23][C:24]3[CH:36]=[CH:35][C:27]([C:28]([O:30][C:31]([CH3:34])([CH3:32])[CH3:33])=[O:29])=[CH:26][C:25]=3[O:37][CH3:38])=[CH:12][CH:11]=2)=[O:21])[CH2:5][CH2:4][CH2:3][CH2:2]1 |f:2.3.4|. Reported procedure: A mixture of N-cyclopentylmethyl-3-formylindole-6-acetamide (0.52 g), t-butyl 4-bromomethyl-3-methoxybenzoate (0.66 g), and potassium carbonate (0.37 g) in N,N-dimethylformamide (10 ml) was stirred for 48 hr under a nitrogen atmosphere. Water was added to give a precipitate which was collected by filtration and purified by flash chromatography, eluting with 1:49 methanol:chloroform, to give t-butyl 4-[6-(cyclopentylmethylcarbamoyl)methyl-3-formylindol-1-ylmethyl]-3-methoxybenzoate (0.90 g, 97%) ... The reactants are [I-].ClC=1C=C(O[C@@H]2C[N+](C[C@@H]2O)(CC2=CC=CC=C2)C)C=CC1 (cis-3-(3-chlorophenoxy)-4-hydroxy-1-methyl-1-phenylmethylpyrrolidinium iodide), white needles. Reagents/catalysts: [Ag]=O (silver oxide). Solvent: C(C)O (ethanol). Run at temperature 60 celsius, time 3 hour. Product: CN1C[C@H]([C@H](C1)OC1=CC=CC=C1)O (Cis-1-methyl-4-phenoxy-3-pyrrolidinol). Reaction SMILES: [I-].Cl[C:3]1[CH:4]=[C:5]([CH:21]=[CH:22][CH:23]=1)[O:6][C@H:7]1[C@@H:11]([OH:12])[CH2:10][N+:9](C)([CH2:13]C2C=CC=CC=2)[CH2:8]1>[Ag]=O.C(O)C>[CH3:13][N:9]1[CH2:8][C@H:7]([O:6][C:5]2[CH:21]=[CH:22][CH:23]=[CH:3][CH:4]=2)[C@H:11]([OH:12])[CH2:10]1 |f:0.1|. Procedure details: A solution of 12.5 g. (28 mmoles) of cis-3-(3-chlorophenoxy)-4-hydroxy-1-methyl-1-phenylmethylpyrrolidinium iodide in 400 ml. of ethanol was stirred at 45° C. with 3.5 g. (15 mmoles) of silver oxide for 1 hr. The solids were removed by filtration and the filtrate was concentrated to 100 ml., treated with 0.5 g. of 10% palladium-on-charcoal catalyst and was shaken under hydrogen at 60° C. for 3 hr. The mixture was cooled and the catalyst was collected by filtration. The filtrate was concentrated ... The reactants are C1(=CC=CC=C1)[Mg]Br (phenylmagnesium bromide), Cl.CON(C(C1=C(N=CC(=C1)Br)N)=O)C (N-methoxy-N-methyl-2-amino-5-bromonicotinamide hydrochloride), C(C)(=O)OCC (ethyl acetate), C(CC(O)(C(=O)O)CC(=O)O)(=O)O (citric acid). Run in CCOCC (ether), C1CCOC1 (THF). Conditions: temperature -50 celsius. The product is NC1=NC=C(C=C1C(=O)C1=CC=CC=C1)Br ((2-amino-5-bromo-3-pyridyl)-phenylketone). RXN SMILES: Cl.CON(C)[C:5](=[O:14])[C:6]1[CH:11]=[C:10]([Br:12])[CH:9]=[N:8][C:7]=1[NH2:13].[C:16]1([Mg]Br)[CH:21]=[CH:20][CH:19]=[CH:18][CH:17]=1.C(O)(=O)CC(CC(O)=O)(C(O)=O)O.C(OCC)(=O)C>C1COCC1.CCOCC>[NH2:13][C:7]1[C:6]([C:5]([C:16]2[CH:21]=[CH:20][CH:19]=[CH:18][CH:17]=2)=[O:14])=[CH:11][C:10]([Br:12])=[CH:9][N:8]=1 |f:0.1|. Reported procedure: 1.00 g (3.38 mmol) of N-methoxy-N-methyl-2-amino-5-bromonicotinamide hydrochloride was suspended in 50 ml of anhydrous THF under nitrogen. The suspension was cooled to −50° C. and 13.5 ml of a 1.0 m solution of phenylmagnesium bromide in ether was added rapidly to afford an orange solution. The mixture was stirred, and slowly warmed to room temperature. The resulting yellow-orange solution was distributed between 75 ml of a 10% aqueous citric acid solution and 200 ml of ethyl acetate. The organi...